From a dataset of the Open Reaction Database (ORD), a public repository of structured organic reaction records. describe an organic reaction: reactants, conditions, products, and yield Reactants: ClC1=C2C3=C(C(NC2=NC=C1)=O)C=CC=C3 (1-Chloro-5H-benzo[c][1,8]naphthyridin-6-one), COC1=C(N)C=C(C=C1)OC (2,5-di-methoxyaniline). Yields the product COC1=C(C=C(C=C1)OC)NC1=C2C3=C(C(NC2=NC=C1)=O)C=CC=C3 (1-(2,5-Di-methoxy-phenylamino)-5H-benzo[c][1,8]naphthyridin-6-one). The yield is 76.3%. As a reaction SMILES: Cl[C:2]1[CH:11]=[CH:10][N:9]=[C:8]2[C:3]=1[C:4]1[CH:16]=[CH:15][CH:14]=[CH:13][C:5]=1[C:6](=[O:12])[NH:7]2.[CH3:17][O:18][C:19]1[CH:25]=[CH:24][C:23]([O:26][CH3:27])=[CH:22][C:20]=1[NH2:21]>>[CH3:17][O:18][C:19]1[CH:25]=[CH:24][C:23]([O:26][CH3:27])=[CH:22][C:20]=1[NH:21][C:2]1[CH:11]=[CH:10][N:9]=[C:8]2[C:3]=1[C:4]1[CH:16]=[CH:15][CH:14]=[CH:13][C:5]=1[C:6](=[O:12])[NH:7]2. Procedure details: The title compound was synthesized according to the procedure described for the preparation of Example 188 using Compound 83 (100 mg, 0.43 mmol) and 2,5-di-methoxyaniline (133 mg, 0.87 mmol) to provide 200 (114 mg, 76% yield) as a white solid. LC-MS (M+H=348, obsd.=348). Starting materials: CCOC(=O)COc1ccc(OCc2ccccc2)cc1C(Nc1ccc(C#N)cc1)C(=O)OCC, CCO, CCOC(C)=O, CCOP([O-])(=S)SCC. The product is CCOC(=O)COc1ccc(OCc2ccccc2)cc1C(Nc1ccc(C(N)=S)cc1)C(=O)OCC. As a reaction SMILES: [CH2:1]([c:2]1[cH:3][cH:4][cH:5][cH:6][cH:7]1)[O:8][c:9]1[cH:10][cH:11][c:12]([O:30][CH2:31][C:32](=[O:33])[O:34][CH2:35][CH3:36])[c:13]([CH:15]([C:16](=[O:17])[O:18][CH2:19][CH3:20])[NH:21][c:22]2[cH:23][cH:24][c:25]([C:28]#[N:29])[cH:26][cH:27]2)[cH:14]1.[CH3:46][CH2:47][OH:48].[CH3:49][CH2:50][O:51][C:52](=[O:53])[CH3:54].[P:37](=[S:38])([O-:39])([O:40][CH2:41][CH3:42])[S:43][CH2:44][CH3:45]>>[CH2:1]([c:2]1[cH:3][cH:4][cH:5][cH:6][cH:7]1)[O:8][c:9]1[cH:10][cH:11][c:12]([O:30][CH2:31][C:32](=[O:33])[O:34][CH2:35][CH3:36])[c:13]([CH:15]([C:16](=[O:17])[O:18][CH2:19][CH3:20])[NH:21][c:22]2[cH:23][cH:24][c:25]([C:28]([NH2:29])=[S:38])[cH:26][cH:27]2)[cH:14]1. Starting materials: COC=1C(=C(C=CC1OC)C=1C=C2CNC(C2=CC1)=O)OCOC (5-(3,4-dimethoxy-2-(methoxymethoxy)phenyl)isoindolin-1-one), Cl (hydrochloride). The solvent is CO (methanol). Conditions: temperature 50 celsius, time 15 minute. Yields the product OC1=C(C=CC(=C1OC)OC)C=1C=C2CNC(C2=CC1)=O (5-(2-hydroxy-3,4-dimethoxyphenyl)isoindolin-1-one). RXN SMILES: [CH3:1][O:2][C:3]1[C:4]([O:21]COC)=[C:5]([C:11]2[CH:12]=[C:13]3[C:17](=[CH:18][CH:19]=2)[C:16](=[O:20])[NH:15][CH2:14]3)[CH:6]=[CH:7][C:8]=1[O:9][CH3:10].Cl>CO>[OH:21][C:4]1[C:3]([O:2][CH3:1])=[C:8]([O:9][CH3:10])[CH:7]=[CH:6][C:5]=1[C:11]1[CH:12]=[C:13]2[C:17](=[CH:18][CH:19]=1)[C:16](=[O:20])[NH:15][CH2:14]2. Reported procedure: To a stirring solution of 5-(3,4-dimethoxy-2-(methoxymethoxy)phenyl)isoindolin-1-one (600 g, 1.81 mmol) in methanol (20 mL) at 0° C., was added concentrated hydrochloride acid (1 mL) and the resultant reaction mixture was stirred at 50° C. for 15 min. The reaction mixture was concentrated under reduced pressure and basified with aq sodium bicarbonate solution extracted with ethyl acetate (3×). The combined ethyl acetate layer was washed with brine, dried over anhydrous sodium sulphate and concen... Starting materials: NC1=CC=CC=C1 (aniline), C(C)#N (acetonitrile), C[O-].[Na+] (Sodium methoxide), C(C1=CC=CC=C1)SC1=CC=CC=C1 (benzylphenylsulfide), C(C)(C)(C)OCl (tert-butylhypochlorite). The solvent is C(Cl)Cl (methylene chloride), C(Cl)Cl (methylene chloride), CO (methanol). Conditions: temperature -40 celsius, time 4 hour. The product is NC1=C(SC(C2=CC=CC=C2)C2=CC=CC=C2)C=CC=C1 (2-aminodiphenylthiophenoxymethane). Yield: 72.0%. RXN SMILES: N[C:2]1[CH:7]=[CH:6][CH:5]=[CH:4][CH:3]=1.[CH2:8]([S:15][C:16]1[CH:21]=[CH:20][CH:19]=[CH:18][CH:17]=1)[C:9]1[CH:14]=[CH:13][CH:12]=[CH:11][CH:10]=1.C(OCl)(C)(C)C.C[O-].[Na+].C(#[N:33])C>CO.C(Cl)Cl>[NH2:33][C:17]1[CH:18]=[CH:19][CH:20]=[CH:21][C:16]=1[S:15][CH:8]([C:2]1[CH:7]=[CH:6][CH:5]=[CH:4][CH:3]=1)[C:9]1[CH:14]=[CH:13][CH:12]=[CH:11][CH:10]=1 |f:3.4|. Procedure details: To a rapidly stirred solution of 2.3 g. (0.025 mole) of aniline and 10.0 g (0.050 mole) of benzylphenylsulfide in 300 ml. of dry acetonitrile and 100 ml. of methylene chloride under nitrogen at -40° C., was added dropwise 3.5 g. (0.032 mole, 28% excess) of tert-butylhypochlorite in 25 ml. of methylene chloride at -78° C. in diffuse light. The reaction mixture was stirred 4 hours at -40° C. then allowed to warm slowly to -20° C. over 3 hours. Sodium methoxide (7.0 g., 0.13 mole) in 50 ml. of dry ... Starting materials: CS(=O)(=O)N1CCC(O)(c2ccc(Br)cc2)CC1, Cc1ccccc1, Cc1ccc(S(=O)(=O)O)cc1. The product is CS(=O)(=O)N1CC=C(c2ccc(Br)cc2)CC1. RXN SMILES: [Br:1][c:2]1[cH:3][cH:4][c:5]([C:8]2([OH:18])[CH2:9][CH2:10][N:11]([S:14](=[O:15])(=[O:16])[CH3:17])[CH2:12][CH2:13]2)[cH:6][cH:7]1.[CH3:30][c:31]1[cH:32][cH:33][cH:34][cH:35][cH:36]1.[c:19]1([CH3:20])[cH:21][cH:22][c:23]([S:24]([OH:25])(=[O:26])=[O:27])[cH:28][cH:29]1>>[Br:1][c:2]1[cH:3][cH:4][c:5]([C:8]2=[CH:9][CH2:10][N:11]([S:14](=[O:15])(=[O:16])[CH3:17])[CH2:12][CH2:13]2)[cH:6][cH:7]1. The reactants are O=C([O-])O, CC[SiH](CC)CC, ClCCl, Clc1ccc(-c2ccc[nH]2)cc1, C[Si](C)(C)OS(=O)(=O)C(F)(F)F, COC(=O)C1CCCCN1S(=O)(=O)N1CCC(=O)CC1, [Na+]. The product is COC(=O)C1CCCCN1S(=O)(=O)N1CCC(c2ccc(-c3ccc(Cl)cc3)[nH]2)CC1. RXN SMILES: [C:52](=[O:53])([OH:54])[O-:55].[CH2:45]([SiH:46]([CH2:47][CH3:48])[CH2:49][CH3:50])[CH3:51].[CH2:57]([Cl:58])[Cl:59].[Cl:1][c:2]1[cH:3][cH:4][c:5](-[c:8]2[nH:9][cH:10][cH:11][cH:12]2)[cH:6][cH:7]1.[F:13][C:14]([F:15])([F:16])[S:17]([O:18][Si:19]([CH3:20])([CH3:21])[CH3:22])(=[O:23])=[O:24].[N:25]1([S:32](=[O:33])(=[O:34])[N:35]2[CH:36]([C:41](=[O:42])[O:43][CH3:44])[CH2:37][CH2:38][CH2:39][CH2:40]2)[CH2:26][CH2:27][C:28](=[O:31])[CH2:29][CH2:30]1.[Na+:56]>>[Cl:1][c:2]1[cH:3][cH:4][c:5](-[c:8]2[nH:9][c:10]([CH:28]3[CH2:27][CH2:26][N:25]([S:32](=[O:33])(=[O:34])[N:35]4[CH:36]([C:41](=[O:42])[O:43][CH3:44])[CH2:37][CH2:38][CH2:39][CH2:40]4)[CH2:30][CH2:29]3)[cH:11][cH:12]2)[cH:6][cH:7]1. Starting materials: COC=1C=C2C(=NC=NC2=CC1OC)OC1=CC=C(OCC(=O)O)C=C1 (2-{4-[(6,7-Dimethoxy-4-quinazolinyl)oxy]phenoxy}acetic acid), N1(CCCCC1)C1CCNCC1 (4-Piperidinopiperidine), C(O)([O-])=O.[Na+] (sodium hydrogencarbonate), CCN=C=NCCCN(C)C.Cl (WSC.HCl), C=1C=CC2=C(C1)N=NN2O (HOBT). Run in C(Cl)(Cl)Cl (chloroform), O (H2O). Conditions: time 8 hour. Yields the product COC=1C=C2C(=NC=NC2=CC1OC)OC1=CC=C(OCC(=O)N2CCC(CC2)N2CCCCC2)C=C1 (2-{4-[(6,7-Dimethoxy-4-quinazolinyl)oxy]phenoxy}-1-(4-piperidinopiperidino)-1-ethanone). Isolated yield 23.9%. Reaction SMILES: [CH3:1][O:2][C:3]1[CH:4]=[C:5]2[C:10](=[CH:11][C:12]=1[O:13][CH3:14])[N:9]=[CH:8][N:7]=[C:6]2[O:15][C:16]1[CH:26]=[CH:25][C:19]([O:20][CH2:21][C:22]([OH:24])=O)=[CH:18][CH:17]=1.CCN=C=NCCCN(C)C.Cl.C1C=CC2N(O)N=NC=2C=1.[N:49]1([CH:55]2[CH2:60][CH2:59][NH:58][CH2:57][CH2:56]2)[CH2:54][CH2:53][CH2:52][CH2:51][CH2:50]1.C(=O)([O-])O.[Na+]>C(Cl)(Cl)Cl.O>[CH3:1][O:2][C:3]1[CH:4]=[C:5]2[C:10](=[CH:11][C:12]=1[O:13][CH3:14])[N:9]=[CH:8][N:7]=[C:6]2[O:15][C:16]1[CH:26]=[CH:25][C:19]([O:20][CH2:21][C:22]([N:58]2[CH2:59][CH2:60][CH:55]([N:49]3[CH2:54][CH2:53][CH2:52][CH2:51][CH2:50]3)[CH2:56][CH2:57]2)=[O:24])=[CH:18][CH:17]=1 |f:1.2,5.6|. Procedure: 2-{4-[(6,7-Dimethoxy-4-quinazolinyl)oxy]phenoxy}acetic acid (100 mg), WSC.HCl (81 mg), and HOBT.H2O (57 mg) were dissolved in chloroform (3 ml) to prepare a solution. 4-Piperidinopiperidine (57 mg) was then added to the solution, and the mixture was stirred at room temperature overnight. A saturated aqueous sodium hydrogencarbonate solution was added to the reaction solution, and the mixture was extracted with chloroform. The extract was washed with saturated brine and was then dried over anhydr...